This data is from the Open Reaction Database (ORD), a public repository of structured organic reaction records. The task is: describe an organic reaction: reactants, conditions, products, and yield Starting materials: CN1N=C(N=C1NCCCOC1=CC(=CC=C1)CN(C)C)N (1-methyl-N5 -[3-[3-[(dimethylamino)methyl]phenoxy]propyl]-1H-1,2,4-triazole-3,5-diamine), C(C1=CC=CC=C1)=O (benzaldehyde). The solvent is C1=CC=CC=C1 (benzene). Product: CN1N=C(N=C1NCCCOC1=CC(=CC=C1)CN(C)C)N=CC1=CC=CC=C1 (1-Methyl-N3 -phenylmethylene-N5 -[3-[3-[(dimethylamino)methyl]phenoxy]propyl]-1H-1,2,4-triazole-3,5-diamine). Yield: 94.4%. Reaction SMILES: [CH3:1][N:2]1[C:6]([NH:7][CH2:8][CH2:9][CH2:10][O:11][C:12]2[CH:17]=[CH:16][CH:15]=[C:14]([CH2:18][N:19]([CH3:21])[CH3:20])[CH:13]=2)=[N:5][C:4]([NH2:22])=[N:3]1.[CH:23](=O)[C:24]1[CH:29]=[CH:28][CH:27]=[CH:26][CH:25]=1>C1C=CC=CC=1>[CH3:1][N:2]1[C:6]([NH:7][CH2:8][CH2:9][CH2:10][O:11][C:12]2[CH:17]=[CH:16][CH:15]=[C:14]([CH2:18][N:19]([CH3:21])[CH3:20])[CH:13]=2)=[N:5][C:4]([N:22]=[CH:23][C:24]2[CH:29]=[CH:28][CH:27]=[CH:26][CH:25]=2)=[N:3]1. Procedure: A mixture of 1-methyl-N5 -[3-[3-[(dimethylamino)methyl]phenoxy]propyl]-1H-1,2,4-triazole-3,5-diamine (6.08 g) and benzaldehyde (2.4 g) in dry benzene was heated under reflux during 12 hr in a Dean & Stark apparatus. The solvent was removed and the residue purified by column chromatography on silica using methanol to give the title compound as a yellow oil (7.4 g). TLC silica; methanol:ammonia (80:1) Rf 0.43. NMR (CDCl3) 0.85 s (1H); 2.05 m (2H); 2.5-3.0 m (4H); 3.0-3.3 m (3H); 5.35 t (1H); 5.88 ... The reactants are C(C(C)C)C1=CC=C(C=C1)C(CCCC)OC/C=C/C(=O)C1=CNC2=CC=CC=C12 ((E)-3-[4-[1-(4-isobutylphenyl)pentyloxy]-2-butenoyl]indole), BrCCCC(=O)[O-] (4-bromobutyrate), C(CCCCCC)(=O)C1=CNC2=CC=CC=C12 (3-heptanoylindole), BrCCCC(=O)OCC1=CC=C(C=C1)OC (4-methoxybenzyl 4-bromobutyrate). Product: C(C(C)C)C1=CC=C(C=C1)C(CCCC)OC/C=C/C(=O)C1=CN(C2=CC=CC=C12)CCCC(=O)OCC1=CC=C(C=C1)OC (4-methoxybenzyl (E)-4-[3-[4-[1-(4-isobutylphenyl)pentyloxy]-2-butenoyl]1-indolyl]butyrate). RXN SMILES: [CH2:1]([C:5]1[CH:10]=[CH:9][C:8]([CH:11]([O:16][CH2:17]/[CH:18]=[CH:19]/[C:20]([C:22]2[C:30]3[C:25](=[CH:26][CH:27]=[CH:28][CH:29]=3)[NH:24][CH:23]=2)=[O:21])[CH2:12][CH2:13][CH2:14][CH3:15])=[CH:7][CH:6]=1)[CH:2]([CH3:4])[CH3:3].C(C1C2C(=CC=CC=2)NC=1)(=O)CCCCCC.Br[CH2:49][CH2:50][CH2:51][C:52]([O:54][CH2:55][C:56]1[CH:61]=[CH:60][C:59]([O:62][CH3:63])=[CH:58][CH:57]=1)=[O:53].BrCCCC([O-])=O>>[CH2:1]([C:5]1[CH:6]=[CH:7][C:8]([CH:11]([O:16][CH2:17]/[CH:18]=[CH:19]/[C:20]([C:22]2[C:30]3[C:25](=[CH:26][CH:27]=[CH:28][CH:29]=3)[N:24]([CH2:49][CH2:50][CH2:51][C:52]([O:54][CH2:55][C:56]3[CH:61]=[CH:60][C:59]([O:62][CH3:63])=[CH:58][CH:57]=3)=[O:53])[CH:23]=2)=[O:21])[CH2:12][CH2:13][CH2:14][CH3:15])=[CH:9][CH:10]=1)[CH:2]([CH3:4])[CH3:3]. Reported procedure: The procedure of Ex. 1 was repeated except that (E)-3-[4-[1-(4-isobutylphenyl)pentyloxy]-2-butenoyl]indole obtained in Step 4 of Pre. Ex. 19 was used in place of 3-heptanoylindole, and 4-methoxybenzyl 4-bromobutyrate obtained in Step 5 of Pre. Ex. 19 was used in place of 4-bromobutyrate to give 4-methoxybenzyl (E)-4-[3-[4-[1-(4-isobutylphenyl)pentyloxy]-2-butenoyl]1-indolyl]butyrate as an oil.